From a dataset of the Open Reaction Database (ORD), a public repository of structured organic reaction records. describe an organic reaction: reactants, conditions, products, and yield Starting materials: C1CCOC1, [Na+], O=C([O-])O, O=S(=O)(Cl)c1ccc(O)cc1, NCCn1ccnn1. Yields the product O=S(=O)(NCCn1ccnn1)c1ccc(O)cc1. RXN SMILES: [CH2:25]1[O:26][CH2:27][CH2:28][CH2:29]1.[Na+:9].[OH:10][C:11](=[O:12])[O-:13].[OH:14][c:15]1[cH:16][cH:17][c:18]([S:21](=[O:22])(=[O:23])[Cl:24])[cH:19][cH:20]1.[n:1]1([CH2:6][CH2:7][NH2:8])[n:2][n:3][cH:4][cH:5]1>>[n:1]1([CH2:6][CH2:7][NH:8][S:21]([c:18]2[cH:17][cH:16][c:15]([OH:14])[cH:20][cH:19]2)(=[O:22])=[O:23])[n:2][n:3][cH:4][cH:5]1. Reactants: C/C(/C(=O)OCC)=C\CCC#CC1=CC=CC=C1 (ethyl 2-methyl-7-phenyl-(2E)-heptene-6-ynoate), C(C)O (ethanol), [OH-].[K+] (potassium hydroxide). The solvent is O (water). Product: C/C(/C(=O)O)=C\CCC#CC1=CC=CC=C1 (2-methyl-7-phenyl-(2E)-hepten-6-ynoic acid). Isolated yield 94.9%. As a reaction SMILES: [CH3:1]/[C:2](=[CH:8]\[CH2:9][CH2:10][C:11]#[C:12][C:13]1[CH:18]=[CH:17][CH:16]=[CH:15][CH:14]=1)/[C:3]([O:5]CC)=[O:4].C(O)C.[OH-].[K+]>O>[CH3:1]/[C:2](=[CH:8]\[CH2:9][CH2:10][C:11]#[C:12][C:13]1[CH:14]=[CH:15][CH:16]=[CH:17][CH:18]=1)/[C:3]([OH:5])=[O:4] |f:2.3|. Reported procedure: The ethyl 2-methyl-7-phenyl-(2E)-heptene-6-ynoate (1.0 g, 4.13 mmol), ethanol (4 ml), potassium hydroxide (1 g) and water (4 ml) were heated together under a nitrogen atmosphere at 50° C. for 2 hours. The reaction mixture was worked up as in Example 1 to give 0.84 g (95% of theory) of 2-methyl-7-phenyl-(2E)-hepten-6-ynoic acid as a colourless solid.